describe an organic reaction: reactants, conditions, products, and yield From a dataset of the Open Reaction Database (ORD), a public repository of structured organic reaction records. Starting materials: ClCCl, O=C(Cl)OCC(Cl)(Cl)Cl, CC1(C)SC2C(NC(=O)COc3ccccc3)C(=O)N2C1C(=O)OCc1ccc([N+](=O)[O-])cc1. Product: CC1(C)SC2C(N(C(=O)COc3ccccc3)C(=O)OCC(Cl)(Cl)Cl)C(=O)N2C1C(=O)OCc1ccc([N+](=O)[O-])cc1. Reaction SMILES: [CH2:44]([Cl:45])[Cl:46].[Cl:35][C:36](=[O:37])[O:38][CH2:39][C:40]([Cl:41])([Cl:42])[Cl:43].[O:1]([c:2]1[cH:3][cH:4][cH:5][cH:6][cH:7]1)[CH2:8][C:9](=[O:10])[NH:11][CH:12]1[CH:13]2[N:14]([CH:15]([C:20](=[O:21])[O:22][CH2:23][c:24]3[cH:25][cH:26][c:27]([N+:30](=[O:31])[O-:32])[cH:28][cH:29]3)[C:16]([CH3:18])([CH3:19])[S:17]2)[C:33]1=[O:34]>>[O:1]([c:2]1[cH:3][cH:4][cH:5][cH:6][cH:7]1)[CH2:8][C:9](=[O:10])[N:11]([CH:12]1[CH:13]2[N:14]([CH:15]([C:20](=[O:21])[O:22][CH2:23][c:24]3[cH:25][cH:26][c:27]([N+:30](=[O:31])[O-:32])[cH:28][cH:29]3)[C:16]([CH3:18])([CH3:19])[S:17]2)[C:33]1=[O:34])[C:36](=[O:37])[O:38][CH2:39][C:40]([Cl:41])([Cl:42])[Cl:43]. Starting materials: CC(C)(C)OC(=O)N1CCCCC1CO, CS(C)=O, O=C(Cl)C(=O)Cl. Product: CC(C)(C)OC(=O)N1CCCCC1C=O. RXN SMILES: [C:1]([CH3:2])([CH3:3])([CH3:4])[O:5][C:6](=[O:7])[N:8]1[CH:9]([CH2:14][OH:15])[CH2:10][CH2:11][CH2:12][CH2:13]1.[CH3:22][S:23]([CH3:24])=[O:25].[Cl:16][C:17]([C:18]([Cl:19])=[O:20])=[O:21]>>[C:1]([CH3:2])([CH3:3])([CH3:4])[O:5][C:6](=[O:7])[N:8]1[CH:9]([CH:14]=[O:15])[CH2:10][CH2:11][CH2:12][CH2:13]1.